describe an organic reaction: reactants, conditions, products, and yield From a dataset of the Open Reaction Database (ORD), a public repository of structured organic reaction records. The reactants are C1(=CC=CC=C1)C(C1=CC=CC=C1)OC(=O)C1C(=C(S[C@H]2N1C([C@H]2C(CC2=CC=CC=C2)=O)=O)N)CC2=CC=C(C=C2)O (3-(4-hydroxy-benzyl)-7βphenylacetyl-amino-ceph-2-em-4ξ-carboxylic acid diphenylmethylester), ClC1=CC(=CC=C1)C(=O)OO (3-chloro-perbenzoic acid). Run in C(Cl)Cl (methylene chloride). The product is C1(=CC=CC=C1)C(C1=CC=CC=C1)OC(=O)C1=C(C(S([C@H]2N1C([C@H]2C(CC2=CC=CC=C2)=O)=O)=O)N)CC2=CC=C(C=C2)O (3-(4-hydroxybenzyl)-7β-phenylacetyl-amino-ceph-3-em-4-carboxylic acid diphenylmethyl ester-1-oxide). RXN SMILES: [C:1]1([CH:7]([O:14][C:15]([CH:17]2[N:22]3[C:23](=[O:34])[C@@H:24]([C:25](=[O:33])[CH2:26][C:27]4[CH:32]=[CH:31][CH:30]=[CH:29][CH:28]=4)[C@H:21]3[S:20][C:19]([NH2:35])=[C:18]2[CH2:36][C:37]2[CH:42]=[CH:41][C:40]([OH:43])=[CH:39][CH:38]=2)=[O:16])[C:8]2[CH:13]=[CH:12][CH:11]=[CH:10][CH:9]=2)[CH:6]=[CH:5][CH:4]=[CH:3][CH:2]=1.ClC1C=CC=C(C(OO)=[O:52])C=1>C(Cl)Cl>[C:1]1([CH:7]([O:14][C:15]([C:17]2[N:22]3[C:23](=[O:34])[C@@H:24]([C:25](=[O:33])[CH2:26][C:27]4[CH:28]=[CH:29][CH:30]=[CH:31][CH:32]=4)[C@H:21]3[S:20](=[O:52])[CH:19]([NH2:35])[C:18]=2[CH2:36][C:37]2[CH:42]=[CH:41][C:40]([OH:43])=[CH:39][CH:38]=2)=[O:16])[C:8]2[CH:9]=[CH:10][CH:11]=[CH:12][CH:13]=2)[CH:2]=[CH:3][CH:4]=[CH:5][CH:6]=1. Procedure details: A solution of 1.51 g of 3-(4-hydroxy-benzyl)-7βphenylacetyl-amino-ceph-2-em-4ξ-carboxylic acid diphenylmethylester in 40 ml of methylene chloride is cooled in an ice bath and treated with 0.52 g of purified 3-chloro-perbenzoic acid. The mixture is allowed to react for 1 hour at room temperature and the reaction solution is extracted successively with a 5% aqueous sodium hydrogen sulphite solution, a 0.5 molar aqueous dipotassium phosphate solution and water. The aqueous phases are re-extracted t... Reactants: CN(c1ccccc1-c1ccc2cnc(OS(=O)(=O)C(F)(F)F)nn12)S(C)(=O)=O, COc1cc(CN2CCOCC2)ccc1N, COCC(C)O, CCOCC, CCN(C(C)C)C(C)C. Yields the product COc1cc(CN2CCOCC2)ccc1Nc1ncc2ccc(-c3ccccc3N(C)S(C)(=O)=O)n2n1. RXN SMILES: [CH3:1][S:2](=[O:3])(=[O:4])[N:5]([c:6]1[c:7](-[c:12]2[cH:13][cH:14][c:15]3[cH:16][n:17][c:18]([O:21][S:22]([C:23]([F:24])([F:25])[F:26])(=[O:27])=[O:28])[n:19][n:20]23)[cH:8][cH:9][cH:10][cH:11]1)[CH3:29].[CH3:30][O:31][c:32]1[c:33]([NH2:45])[cH:34][cH:35][c:36]([CH2:38][N:39]2[CH2:40][CH2:41][O:42][CH2:43][CH2:44]2)[cH:37]1.[CH3:55][O:56][CH2:57][CH:58]([OH:59])[CH3:60].[CH3:61][CH2:62][O:63][CH2:64][CH3:65].[CH:46]([N:47]([CH2:48][CH3:49])[CH:50]([CH3:51])[CH3:52])([CH3:53])[CH3:54]>>[CH3:1][S:2](=[O:3])(=[O:4])[N:5]([c:6]1[c:7](-[c:12]2[cH:13][cH:14][c:15]3[cH:16][n:17][c:18]([NH:45][c:33]4[c:32]([O:31][CH3:30])[cH:37][c:36]([CH2:38][N:39]5[CH2:40][CH2:41][O:42][CH2:43][CH2:44]5)[cH:35][cH:34]4)[n:19][n:20]23)[cH:8][cH:9][cH:10][cH:11]1)[CH3:29]. Reactants: BrC1=C(C=C(N)C=C1)F (4-bromo-3-fluoroaniline), C(C)SC=1C=C(C=CC1)B(O)O (3-(ethylthio)phenylboronic acid). Yields the product C(C)SC=1C=C(C=CC1)C1=C(C=C(C=C1)N)F (3′-(ethylthio)-2-fluorobiphenyl-4-amine). The yield is 108.7%. Reaction SMILES: Br[C:2]1[CH:8]=[CH:7][C:5]([NH2:6])=[CH:4][C:3]=1[F:9].[CH2:10]([S:12][C:13]1[CH:14]=[C:15](B(O)O)[CH:16]=[CH:17][CH:18]=1)[CH3:11]>>[CH2:10]([S:12][C:13]1[CH:18]=[C:17]([C:2]2[CH:8]=[CH:7][C:5]([NH2:6])=[CH:4][C:3]=2[F:9])[CH:16]=[CH:15][CH:14]=1)[CH3:11]. Reported procedure: The title compound (430 mg) was prepared from 4-bromo-3-fluoroaniline (300 mg, 1.6 mmol) and 3-(ethylthio)phenylboronic acid (370 mg, 2.0 mmol) as a yellow liquid. Product: ClC=1C=C(C=C(C1)C(F)(F)F)C=1C=CC=2N(N1)C=NN2 (6-[3-chloro-5-(trifluoromethyl)phenyl]-1,2,4-triazolo[4,3-b]pyridazine). Reactants: ClC=1C=C(C=O)C=C(C1)C(F)(F)F (3-chloro-5-(trifluoromethyl)benzaldehyde), ClC=1N=NC(=CC1)C1=CC(=CC(=C1)C(F)(F)F)Cl (3-chloro-6-[3-chloro-5-(trifluoromethyl)phenyl]pyridazine), C(=O)NN (formylhydrazine). Reported procedure: As described in Example 35, 3-chloro-5-(trifluoromethyl)benzaldehyde is converted to 3-chloro-6-[3-chloro-5-(trifluoromethyl)phenyl]pyridazine. This compound is reacted with formylhydrazine in refluxing n-butanol for 24 hours to give the product of the example. The solvent is C(CCC)O (n-butanol). RXN SMILES: ClC1C=C(C=C(C(F)(F)F)C=1)C=O.Cl[C:15]1[N:16]=[N:17][C:18]([C:21]2[CH:26]=[C:25]([C:27]([F:30])([F:29])[F:28])[CH:24]=[C:23]([Cl:31])[CH:22]=2)=[CH:19][CH:20]=1.[CH:32]([NH:34][NH2:35])=O>C(O)CCC>[Cl:31][C:23]1[CH:22]=[C:21]([C:18]2[CH:19]=[CH:20][C:15]3[N:16]([CH:32]=[N:34][N:35]=3)[N:17]=2)[CH:26]=[C:25]([C:27]([F:30])([F:29])[F:28])[CH:24]=1. The reactants are FC1=CC=C(C=C1)C(C(C(=O)OCC)CC1=CC(=CC=C1)OC(F)(F)F)=O (ethyl 3-(4-fluorophenyl)-3-oxo-2-[3-(trifluoromethoxy)benzyl]propionate), Cl (hydrochloric acid). The reagents and catalysts are [BH4-].[Zn+2].[BH4-] (zinc borohydride). Solvent: C(C)OCC (diethyl ether). Conditions: time 2 hour. The product is FC1=CC=C(C=C1)C(C(C(=O)OCC)CC1=CC(=CC=C1)OC(F)(F)F)O (ethyl (2RS,3RS)-3-(4-fluorophenyl)-3-hydroxy-2-[3-(trifluoromethoxy)benzyl]propionate). As a reaction SMILES: [F:1][C:2]1[CH:7]=[CH:6][C:5]([C:8](=[O:27])[CH:9]([CH2:15][C:16]2[CH:21]=[CH:20][CH:19]=[C:18]([O:22][C:23]([F:26])([F:25])[F:24])[CH:17]=2)[C:10]([O:12][CH2:13][CH3:14])=[O:11])=[CH:4][CH:3]=1.Cl>C(OCC)C.[BH4-].[Zn+2].[BH4-]>[F:1][C:2]1[CH:7]=[CH:6][C:5]([CH:8]([OH:27])[CH:9]([CH2:15][C:16]2[CH:21]=[CH:20][CH:19]=[C:18]([O:22][C:23]([F:25])([F:26])[F:24])[CH:17]=2)[C:10]([O:12][CH2:13][CH3:14])=[O:11])=[CH:4][CH:3]=1 |f:3.4.5|. Procedure details: While stirring zinc chloride (4.65 g, 34.1 mmol) in diethyl ether (50 ml), sodium borohydride (2.58 g, 68.3 mmol) was added as it was and the mixture was stirred as it was for 2 hrs. The insoluble material of the mixture was removed by filtration and washed with diethyl ether to give a solution of zinc borohydride in diethyl ether. To the obtained solution was added a solution of ethyl 3-(4-fluorophenyl)-3-oxo-2-[3-(trifluoromethoxy)benzyl]propionate (6.559 g, 17.07 mmol) in diethyl ether (30 ml... Starting materials: O=C1NC2=C(CCN1C1CCN(CC1)C(=O)O[C@@H](C(=O)N1CCC(CC1)N1CCN(CC1)C)CC1=CC(=C(C(=C1)C)N)N)C=CC=C2 ((R)-1-(3,4-diamino-5-methyl-benzyl)-2-[4-(4-methyl-piperazin-1-yl)-piperidin-1-yl]-2-oxo-ethyl 4-(2-oxo-1,2,4,5-tetrahydro-1,3-benzodiazepin-3-yl)-piperidine-1-carboxylate), C1(CC1)C=O (cyclopropanecarbaldehyde). Solvent: CN(C)C=O (DMF). Reaction conditions: time 2 day. The product is O=C1NC2=C(CCN1C1CCN(CC1)C(=O)O[C@@H](C(=O)N1CCC(CC1)N1CCN(CC1)C)CC1=CC3=C(NC(=N3)C3CC3)C(=C1)C)C=CC=C2 ((R)-1-(2-cyclopropyl-7-methyl-1H-benzimidazol-5-ylmethyl)-2-[4-(4-methyl-piperazin-1-yl)-piperidin-1-yl]-2-oxo-ethyl 4-(2-oxo-1,2,4,5-tetrahydro-1,3-benzodiazepin-3-yl)-piperidine-1-carboxylate). As a reaction SMILES: [O:1]=[C:2]1[N:8]([CH:9]2[CH2:14][CH2:13][N:12]([C:15]([O:17][C@H:18]([CH2:34][C:35]3[CH:40]=[C:39]([CH3:41])[C:38]([NH2:42])=[C:37]([NH2:43])[CH:36]=3)[C:19]([N:21]3[CH2:26][CH2:25][CH:24]([N:27]4[CH2:32][CH2:31][N:30]([CH3:33])[CH2:29][CH2:28]4)[CH2:23][CH2:22]3)=[O:20])=[O:16])[CH2:11][CH2:10]2)[CH2:7][CH2:6][C:5]2[CH:44]=[CH:45][CH:46]=[CH:47][C:4]=2[NH:3]1.[CH:48]1([CH:51]=O)[CH2:50][CH2:49]1>CN(C=O)C>[O:1]=[C:2]1[N:8]([CH:9]2[CH2:14][CH2:13][N:12]([C:15]([O:17][C@H:18]([CH2:34][C:35]3[CH:40]=[C:39]([CH3:41])[C:38]4[NH:42][C:51]([CH:48]5[CH2:50][CH2:49]5)=[N:43][C:37]=4[CH:36]=3)[C:19]([N:21]3[CH2:26][CH2:25][CH:24]([N:27]4[CH2:28][CH2:29][N:30]([CH3:33])[CH2:31][CH2:32]4)[CH2:23][CH2:22]3)=[O:20])=[O:16])[CH2:11][CH2:10]2)[CH2:7][CH2:6][C:5]2[CH:44]=[CH:45][CH:46]=[CH:47][C:4]=2[NH:3]1. Procedure details: A solution of 120 mg (0.16 mmol) (R)-1-(3,4-diamino-5-methyl-benzyl)-2-[4-(4-methyl-piperazin-1-yl)-piperidin-1-yl]-2-oxo-ethyl 4-(2-oxo-1,2,4,5-tetrahydro-1,3-benzodiazepin-3-yl)-piperidine-1-carboxylate in 1 mL DMF was combined with 20 μL (0.27 mmol) cyclopropanecarbaldehyde and stirred for 2 days at RT. The residue was purified by HPLC, the fractions containing the product were combined and lyophilised. The reactants are [BH4-].[Na+] (sodium borohydride), C(CN)N (ethylenediamine), S1C(=CC=C1)C(C=O)=O (2-thiopheneglyoxylaldehyde). Solvent: C(C)O (ethanol), C(C)O (ethanol). Conditions: time 1.5 hour. The product is S1C(=CC=C1)C1NCCNC1 (2-(2-thienyl)piperazine). Yield: 56.7%. As a reaction SMILES: [CH2:1]([NH2:4])[CH2:2][NH2:3].[S:5]1[CH:9]=[CH:8][CH:7]=[C:6]1[C:10](=O)[CH:11]=O.[BH4-].[Na+]>C(O)C>[S:5]1[CH:9]=[CH:8][CH:7]=[C:6]1[CH:10]1[CH2:11][NH:4][CH2:1][CH2:2][NH:3]1 |f:2.3|. Reported procedure: A solution of 8.2 g of ethylenediamine in 250 ml of ethanol was added to a solution of 17.64 g of the above aldehyde in 250 ml of ethanol at 0° C. This mixture was stirred at room temperature for 1.5 hours, recooled to 0° C. and 9.6 g of sodium borohydride was added. This mixture was stirred overnight, quenched with water and the ethanol removed. The residue was extracted with dichloromethane, washed with water, dried and evaporated. The residue was crystallized with ether-hexane, giving 12 g of... Reactants: CC[Si](Cl)(CC)CC, CCOCC, CNC. Yields the product CC[Si](CC)(CC)N(C)C. Reaction SMILES: [CH2:1]([CH3:2])[Si:3]([Cl:4])([CH2:5][CH3:6])[CH2:7][CH3:8].[CH3:12][CH2:13][O:14][CH2:15][CH3:16].[CH3:9][NH:10][CH3:11]>>[CH2:1]([CH3:2])[Si:3]([CH2:5][CH3:6])([CH2:7][CH3:8])[N:10]([CH3:9])[CH3:11]. The reactants are C([O-])(O)=O.[Na+] (sodium bicarbonate), CCN=C=NCCCN(C)C (EDCI), C(C)(C)(C)C=1C=C(N)C=CC1 (3-tert-butylaniline), BrC1=C(C(=O)O)C=CC=N1 (2-bromonicotinic acid). Run in ClCCl (dichloromethane), O (water), ClCCl (dichloromethane). Reaction conditions: time 12 hour. The product is BrC1=C(C(=O)NC2=CC(=CC=C2)C(C)(C)C)C=CC=N1 (2-bromo-N-(3-tert-butylphenyl)nicotinamide). Isolated yield 59.0%. As a reaction SMILES: [Br:1][C:2]1[N:10]=[CH:9][CH:8]=[CH:7][C:3]=1[C:4]([OH:6])=O.CCN=C=NCCCN(C)C.[C:22]([C:26]1[CH:27]=[C:28]([CH:30]=[CH:31][CH:32]=1)[NH2:29])([CH3:25])([CH3:24])[CH3:23].C(=O)(O)[O-].[Na+]>ClCCl.O>[Br:1][C:2]1[N:10]=[CH:9][CH:8]=[CH:7][C:3]=1[C:4]([NH:29][C:28]1[CH:30]=[CH:31][CH:32]=[C:26]([C:22]([CH3:25])([CH3:24])[CH3:23])[CH:27]=1)=[O:6] |f:3.4|. Procedure: To a stirred solution of 2-bromonicotinic acid (1.01 g, 5 mmol) dissolved in anhydrous dichloromethane (8 mL) were added EDCI (1.34 g, 7 mmol) and 3-tert-butylaniline (0.74 g, 5 mmol) at room temperature and the reaction mixture was stirred for 12 hours. The mixture was then diluted with dichloromethane, followed by saturated sodium bicarbonate and water wash. The dichloromethane layer was dried over anhydrous magnesium sulfate, filtered and concentrated under reduced pressure. The residue was p... Reactants: [N+](=O)([O-])C1=CC=C(C=C1)COC(C(O)P(=O)(OC)OC)=O ((Dimethoxyphosphinyl)hydroxyacetic Acid (4-nitrophenyl)methyl ester), CN(C=O)C (dimethylformamide), [Si](C)(C)(C(C)(C)C)Cl (t-butyldimethylsilyl chloride), N1C=NC=C1 (imidazole). The solvent is C(C)(=O)OCC.C(C)OCC (ethyl acetate diethyl ether). Yields the product [N+](=O)([O-])C1=CC=C(C=C1)COC(C(O[Si](C)(C)C(C)(C)C)P(=O)(OC)OC)=O ((Dimethoxyphosphinyl)[[(1,1-dimethylethyl)dimethylsilyl]oxy]acetic acid (4-nitrophenyl)methyl ester). As a reaction SMILES: [N+:1]([C:4]1[CH:9]=[CH:8][C:7]([CH2:10][O:11][C:12](=[O:21])[CH:13]([P:15]([O:19][CH3:20])([O:17][CH3:18])=[O:16])[OH:14])=[CH:6][CH:5]=1)([O-:3])=[O:2].CN(C)C=O.[Si:27](Cl)([C:30]([CH3:33])([CH3:32])[CH3:31])([CH3:29])[CH3:28].N1C=CN=C1>C(OCC)(=O)C.C(OCC)C>[N+:1]([C:4]1[CH:9]=[CH:8][C:7]([CH2:10][O:11][C:12](=[O:21])[CH:13]([P:15]([O:19][CH3:20])([O:17][CH3:18])=[O:16])[O:14][Si:27]([C:30]([CH3:33])([CH3:32])[CH3:31])([CH3:29])[CH3:28])=[CH:6][CH:5]=1)([O-:3])=[O:2] |f:4.5|. Procedure details: To a mixture of 3.48 g of product from Example 97 and 12 ml of dimethylformamide is added 1.86 g of t-butyldimethylsilyl chloride and 1.86 g of imidazole. After stirring the reaction at room temperature for 2 hours, the mixture is diluted with 50% ethyl acetate/diethyl ether, washed 5 times with water, once with saturated sodium bicarbonate and once with saturated sodium chloride. The organic layer is dried, filtered and concentrated in vacuo to give 3.90 g of the desired silylated product.